From a dataset of the Open Reaction Database (ORD), a public repository of structured organic reaction records. describe an organic reaction: reactants, conditions, products, and yield Starting materials: C(O)([O-])=O.[Na+] (sodium hydrogen carbonate), COC1([C@H](O)[C@@H](O)[C@H](O)[C@H](O1)CO)C1=CC(=C(C=C1)C)CC=1SC(=CC1)C1=CC=C(C=C1)F (1-(1-methoxyglucopyranosyl)-4-methyl-3-[5-(4-fluorophenyl)-2-thienylmethyl]-benzene), C(C)[SiH](CC)CC (triethylsilane), B(F)(F)F (boron trifluoride). Run in ClCCl (dichloromethane). Run at temperature 0 celsius. Yields the product O.[C@@H]1([C@H](O)[C@@H](O)[C@H](O)[C@H](O1)CO)C1=CC(=C(C=C1)C)CC=1SC(=CC1)C1=CC=C(C=C1)F.[C@@H]1([C@H](O)[C@@H](O)[C@H](O)[C@H](O1)CO)C1=CC(=C(C=C1)C)CC=1SC(=CC1)C1=CC=C(C=C1)F (1-(β-D-glucopyranosyl)-4-methyl-3-[5-(4-fluorophenyl)-2-thienylmethyl]benzene hemihydrate). The yield is 55.6%. Reaction SMILES: C[O:2][C:3]1([C:14]2[CH:19]=[CH:18][C:17]([CH3:20])=[C:16]([CH2:21][C:22]3[S:23][C:24]([C:27]4[CH:32]=[CH:31][C:30]([F:33])=[CH:29][CH:28]=4)=[CH:25][CH:26]=3)[CH:15]=2)[O:11][C@H:10]([CH2:12][OH:13])[C@@H:8]([OH:9])[C@H:6]([OH:7])[C@H:4]1[OH:5].C([SiH](CC)CC)C.B(F)(F)F.C(=O)([O-])O.[Na+]>ClCCl>[OH2:2].[C@@H:3]1([C:14]2[CH:19]=[CH:18][C:17]([CH3:20])=[C:16]([CH2:21][C:22]3[S:23][C:24]([C:27]4[CH:28]=[CH:29][C:30]([F:33])=[CH:31][CH:32]=4)=[CH:25][CH:26]=3)[CH:15]=2)[O:11][C@H:10]([CH2:12][OH:13])[C@@H:8]([OH:9])[C@H:6]([OH:7])[C@H:4]1[OH:5].[C@@H:3]1([C:14]2[CH:19]=[CH:18][C:17]([CH3:20])=[C:16]([CH2:21][C:22]3[S:23][C:24]([C:27]4[CH:28]=[CH:29][C:30]([F:33])=[CH:31][CH:32]=4)=[CH:25][CH:26]=3)[CH:15]=2)[O:11][C@H:10]([CH2:12][OH:13])[C@@H:8]([OH:9])[C@H:6]([OH:7])[C@H:4]1[OH:5] |f:3.4,6.7.8|. Procedure details: A solution of 3 (63.1 g) and triethylsilane (46.4 g) in dichloromethane (660 ml) was cooled by dry ice—acetone bath under argon atmosphere, and thereto was added dropwise boron trifluoride.ethyl ether complex (50.0 ml), and the mixture was stirred at the same temperature. The mixture was allowed to warm to 0° C. and stirred for 2 hours. At the same temperature, a saturated aqueous sodium hydrogen carbonate solution (800 ml) was added, and the mixture was stirred for 30 minutes. The organic solve... Reactants: CCOC(=O)C (EtOAc), TEA, ClC(Cl)(OC(OC(Cl)(Cl)Cl)=O)Cl (triphosgene), NC1=CC(=NC=C1O)C(=O)N[C@H](C1=NC=CC=C1F)C1=CC(=C(C=C1)OC(F)(F)F)F ((S)-4-amino-N-((3-fluoro-4-(trifluoromethoxy)phenyl)(3-fluoropyridin-2-yl)methyl)-5-hydroxypicolinamide). The solvent is CCCCCC (hexane), C1CCOC1 (THF). Run at temperature -78 celsius. The product is FC=1C=C(C=CC1OC(F)(F)F)[C@H](NC(=O)C1=CC2=C(C=N1)OC(N2)=O)C2=NC=CC=C2F ((S)—N-((3-Fluoro-4-(trifluoromethoxy)phenyl)(3-fluoropyridin-2-yl)methyl)-2-oxo-1,2-dihydrooxazolo[5,4-c]pyridine-6-carboxamide). Reaction SMILES: [NH2:1][C:2]1[C:7]([OH:8])=[CH:6][N:5]=[C:4]([C:9]([NH:11][C@@H:12]([C:20]2[CH:25]=[CH:24][C:23]([O:26][C:27]([F:30])([F:29])[F:28])=[C:22]([F:31])[CH:21]=2)[C:13]2[C:18]([F:19])=[CH:17][CH:16]=[CH:15][N:14]=2)=[O:10])[CH:3]=1.Cl[C:33](Cl)([O:35]C(=O)OC(Cl)(Cl)Cl)Cl.CCOC(C)=O>C1COCC1.CCCCCC>[F:31][C:22]1[CH:21]=[C:20]([C@@H:12]([C:13]2[C:18]([F:19])=[CH:17][CH:16]=[CH:15][N:14]=2)[NH:11][C:9]([C:4]2[N:5]=[CH:6][C:7]3[O:8][C:33](=[O:35])[NH:1][C:2]=3[CH:3]=2)=[O:10])[CH:25]=[CH:24][C:23]=1[O:26][C:27]([F:28])([F:29])[F:30]. Procedure details: To a cooled (−78° C.) stirred mixture of (S)-4-amino-N-((3-fluoro-4-(trifluoromethoxy)phenyl)(3-fluoropyridin-2-yl)methyl)-5-hydroxypicolinamide (200 mg, 0.00045 mol) in THF (5 mL) were added TEA (0.31 mL, 0.002 mol, Spectrochem, India) and triphosgene (270 mg, 0.0009 mol, Spectrochem, India) in one lot and the reaction mixture was stirred for 2 h at the same temperature, warmed to rt and stirred for 12 h. After completion of the reaction (monitored by TLC, 50% EtOAc in hexane), the reaction mix... Reactants: Cc1nc2ccccc2n1C1CC2CCC(C1)N2CCC1(c2ccccc2)CCNCC1, Cc1nc2ccccc2n1C1CC2CCC(C1)N2CCC1(c2ccccc2)CCN(C(=O)c2ccccc2S(=O)(=O)NC(=O)OC(C)(C)C)CC1, CC(C)NS(=O)(=O)c1ccc(C(=O)O)cc1Cl, CC(C)NS(=O)(=O)c1ccc(Cl)cc1C(=O)O, Cl, Cl. Yields the product Cc1nc2ccccc2n1C1CC2CCC(C1)N2CCC1(c2ccccc2)CCN(C(=O)c2cc(Cl)ccc2S(=O)(=O)NC(C)C)CC1. As a reaction SMILES: [CH3:37][c:38]1[n:39][c:40]2[c:41]([n:42]1[CH:43]1[CH2:44][CH:45]3[CH2:46][CH2:47][CH:48]([CH2:49]1)[N:50]3[CH2:51][CH2:52][C:53]1([c:59]3[cH:60][cH:61][cH:62][cH:63][cH:64]3)[CH2:54][CH2:55][NH:56][CH2:57][CH2:58]1)[cH:65][cH:66][cH:67][cH:68]2.[CH3:69][c:70]1[n:71]([CH:72]2[CH2:73][CH:74]3[N:75]([CH2:76][CH2:77][C:78]4([c:79]5[cH:80][cH:81][cH:82][cH:83][cH:84]5)[CH2:85][CH2:86][N:87]([C:88]([c:89]5[cH:90][cH:91][cH:92][cH:93][c:94]5[S:95]([NH:96][C:97](=[O:98])[O:99][C:100]([CH3:101])([CH3:102])[CH3:103])(=[O:104])=[O:105])=[O:106])[CH2:107][CH2:108]4)[CH:109]([CH2:110][CH2:111]3)[CH2:112]2)[c:113]2[cH:114][cH:115][cH:116][cH:117][c:118]2[n:119]1.[Cl:18][c:19]1[cH:20][c:21]([C:32]([OH:33])=[O:34])[cH:22][cH:23][c:24]1[S:25]([NH:26][CH:27]([CH3:28])[CH3:29])(=[O:30])=[O:31].[Cl:1][c:2]1[cH:3][cH:4][c:5]([S:11](=[O:12])(=[O:13])[NH:14][CH:15]([CH3:16])[CH3:17])[c:6]([C:7](=[O:8])[OH:9])[cH:10]1.[ClH:35].[ClH:36]>>[Cl:1][c:2]1[cH:3][cH:4][c:5]([S:11](=[O:12])(=[O:13])[NH:14][CH:15]([CH3:16])[CH3:17])[c:6]([C:7](=[O:9])[N:56]2[CH2:55][CH2:54][C:53]([CH2:52][CH2:51][N:50]3[CH:45]4[CH2:44][CH:43]([n:42]5[c:38]([CH3:37])[n:39][c:40]6[c:41]5[cH:65][cH:66][cH:67][cH:68]6)[CH2:49][CH:48]3[CH2:47][CH2:46]4)([c:59]3[cH:60][cH:61][cH:62][cH:63][cH:64]3)[CH2:58][CH2:57]2)[cH:10]1. Starting materials: CCN=C=O, C1CCOC1, Nc1nc2ccc(Cc3ccccn3)cc2s1. The product is CCNC(=O)Nc1nc2ccc(Cc3ccccn3)cc2s1. As a reaction SMILES: [CH2:18]([CH3:19])[N:20]=[C:21]=[O:22].[O:23]1[CH2:24][CH2:25][CH2:26][CH2:27]1.[n:1]1[c:2]([CH2:7][c:8]2[cH:9][c:10]3[c:11]([n:12][c:13]([NH2:15])[s:14]3)[cH:16][cH:17]2)[cH:3][cH:4][cH:5][cH:6]1>>[n:1]1[c:2]([CH2:7][c:8]2[cH:9][c:10]3[c:11]([n:12][c:13]([NH:15][C:21]([NH:20][CH2:18][CH3:19])=[O:22])[s:14]3)[cH:16][cH:17]2)[cH:3][cH:4][cH:5][cH:6]1. Reactants: OC1CCC2(CCC(CC2)C=O)CC1 (9-hydroxy-3-formyl-spiro[5.5]undecane), O=C1OCC(=C1)CP(OC)(OC)=O (dimethyl (2-oxo-[5H]-4-furyl)methylphosphonate). The product is title compound, OC1CCC2(CCC(CC2)C=CC2=CC(OC2)=O)CC1 ((EZ)-9-hydroxy-3-(2-(2-oxo-[5H]-4-furyl)vinyl)-spiro-[5.5]undecane). RXN SMILES: [OH:1][CH:2]1[CH2:14][CH2:13][C:5]2([CH2:10][CH2:9][CH:8]([CH:11]=O)[CH2:7][CH2:6]2)[CH2:4][CH2:3]1.[O:15]=[C:16]1[CH:20]=[C:19]([CH2:21]P(=O)(OC)OC)[CH2:18][O:17]1>>[OH:1][CH:2]1[CH2:14][CH2:13][C:5]2([CH2:10][CH2:9][CH:8]([CH:11]=[CH:21][C:19]3[CH2:18][O:17][C:16](=[O:15])[CH:20]=3)[CH2:7][CH2:6]2)[CH2:4][CH2:3]1. Procedure details: Using the same reaction conditions described in Ex. 2 and 9-hydroxy-3-formyl-spiro[5.5]undecane (I-bc, Ex. 50) and dimethyl (2-oxo-[5H]-4-furyl)methylphosphonate (intermediate described in Ex. 2) as starting materials, the title compound (EZ)-9-hydroxy-3-(2-(2-oxo-[5H]-4-furyl)vinyl)-spiro-[5.5]undecane (I-ai) was obtained as an amorphous solid, identical to the one above described. The reactants are NC1=C(C=C(C2=C1C(C=C(O2)C2=CC=C(C=C2)N(CCCN2C(C=1C(C2=O)=CC=CC1)=O)C(C)=O)=O)F)F (5-Amino-2-[4-[N-acetyl-N-(3-phthalimidopropyl)amino]phenyl]-6,8-difluoro-4H-1-benzopyran-4-one), aqueous solution, [OH-].[Na+] (sodium hydroxide), Cl (hydrochloric acid). The solvent is O1CCOCC1 (dioxane). Yields the product NC1=C(C=C(C2=C1C(C=C(O2)C2=CC=C(C=C2)NCCCN2C(C=1C(C2=O)=CC=CC1)=O)=O)F)F (5-Amino-6,8-difluoro-2-[4-[(3-phthalimidopropyl)amino]phenyl]-4H-1-benzopyran-4-one). Isolated yield 79.3%. Reaction SMILES: [NH2:1][C:2]1[C:7]2[C:8](=[O:36])[CH:9]=[C:10]([C:12]3[CH:17]=[CH:16][C:15]([N:18](C(=O)C)[CH2:19][CH2:20][CH2:21][N:22]4[C:26](=[O:27])[C:25]5=[CH:28][CH:29]=[CH:30][CH:31]=[C:24]5[C:23]4=[O:32])=[CH:14][CH:13]=3)[O:11][C:6]=2[C:5]([F:37])=[CH:4][C:3]=1[F:38].Cl.[OH-].[Na+]>O1CCOCC1>[NH2:1][C:2]1[C:7]2[C:8](=[O:36])[CH:9]=[C:10]([C:12]3[CH:13]=[CH:14][C:15]([NH:18][CH2:19][CH2:20][CH2:21][N:22]4[C:23](=[O:32])[C:24]5=[CH:31][CH:30]=[CH:29][CH:28]=[C:25]5[C:26]4=[O:27])=[CH:16][CH:17]=3)[O:11][C:6]=2[C:5]([F:37])=[CH:4][C:3]=1[F:38] |f:2.3|. Procedure details: 0.83 g of Compound 22 was dissolved in 12 ml of dioxane, 8 ml of concentrated hydrochloric acid was added and the mixture was heated at reflux for 4 hours. The reaction solution was cooled on ice and adjusted to pH 8 by addition of a 10N aqueous solution of sodium hydroxide thereto, and the precipitated crystals were collected by filtration to give 605 mg (79%) of Compound 23. Starting materials: CNC, O=C(Cl)c1ccc([N+](=O)[O-])c(Oc2ccc(F)cc2F)c1, C1CCOC1, O. The product is CN(C)C(=O)c1ccc([N+](=O)[O-])c(Oc2ccc(F)cc2F)c1. Reaction SMILES: [CH3:22][NH:23][CH3:24].[F:1][c:2]1[c:3]([O:4][c:5]2[cH:6][c:7]([C:8](=[O:9])[Cl:10])[cH:11][cH:12][c:13]2[N+:14](=[O:15])[O-:16])[cH:17][cH:18][c:19]([F:21])[cH:20]1.[O:25]1[CH2:26][CH2:27][CH2:28][CH2:29]1.[OH2:30]>>[F:1][c:2]1[c:3]([O:4][c:5]2[cH:6][c:7]([C:8](=[O:9])[N:23]([CH3:22])[CH3:24])[cH:11][cH:12][c:13]2[N+:14](=[O:15])[O-:16])[cH:17][cH:18][c:19]([F:21])[cH:20]1.